Task: describe an organic reaction: reactants, conditions, products, and yield. Dataset: the Open Reaction Database (ORD), a public repository of structured organic reaction records The reactants are BrC1=C(CCCCC1)C=O (1-bromocycloheptene-2-carboxaldehyde), C(C)OC(\C=C(\C=C\C1=C(CCCCC1)\C=C\C1=C(CCCC1(C)C)C)/C)=O ((2E,4E)-3-Methyl-5-(2-((E)-2(2,6,6-trimethyl-1-cyclohexen-1-yl)ethenyl)-1-cyclohepten-1-yl)-2,4-pentadienoic acid ethyl ester). Product: C\C(=C/C(=O)O)\C=C\C1=C(CCCCC1)\C=C\C1=C(CCCC1(C)C)C ((2E,4E)-3-Methyl-5-(2-((E)-2(2,6,6-trimethyl-1-cyclohexen-1-yl)ethenyl)-1-cyclohepten-1-yl)-2,4-pentadienoic acid). As a reaction SMILES: BrC1CCCCCC=1C=O.C([O:13][C:14](=[O:38])/[CH:15]=[C:16](\[CH3:37])/[CH:17]=[CH:18][C:19]1[CH2:25][CH2:24][CH2:23][CH2:22][CH2:21][C:20]=1[CH:26]=[CH:27][C:28]1[C:33]([CH3:35])([CH3:34])[CH2:32][CH2:31][CH2:30][C:29]=1[CH3:36])C>>[CH3:37]/[C:16](/[CH:17]=[CH:18][C:19]1[CH2:25][CH2:24][CH2:23][CH2:22][CH2:21][C:20]=1[CH:26]=[CH:27][C:28]1[C:33]([CH3:35])([CH3:34])[CH2:32][CH2:31][CH2:30][C:29]=1[CH3:36])=[CH:15]\[C:14]([OH:38])=[O:13]. Reported procedure: As in Examples 4 and 5, 1-bromocycloheptene-2-carboxaldehyde was converted to (2E,4E)-3-Methyl-5-(2-((E)-2(2,6,6-trimethyl-1-cyclohexen-1-yl)ethenyl)-1-cyclohepten-1-yl)-2,4-pentadienoic acid ethyl ester which gave (2E,4E)-3-Methyl-5-(2-((E)-2(2,6,6-trimethyl-1-cyclohexen-1-yl)ethenyl)-1-cyclohepten-1-yl)-2,4-pentadienoic acid after hydrolysis with base.